describe an organic reaction: reactants, conditions, products, and yield From a dataset of the Open Reaction Database (ORD), a public repository of structured organic reaction records. Reactants: Cl (HCl), C(C)OC(=O)C1=CC(=C2C=NN(C2=C1)C1=CC=C(C=C1)F)C(NCC1=CC=C(C=C1)S(NC)(=O)=O)=O (1-(4-fluoro-phenyl)-4-(4-methylsulfamoyl-benzylcarbamoyl)-1H-indazole-6-carboxylic acid ethyl ester), solution, [OH-].[K+] (KOH). Solvent: C(C)(=O)OCC (ethyl acetate), O (H2O), CCO (EtOH). Yields the product FC1=CC=C(C=C1)N1N=CC2=C(C=C(C=C12)C(=O)O)C(NCC1=CC=C(C=C1)S(NC)(=O)=O)=O (1-(4-Fluoro-phenyl)-4-(4-methylsulfamoyl-benzylcarbamoyl)-1H-indazole-6-carboxylic acid). As a reaction SMILES: C([O:3][C:4]([C:6]1[CH:14]=[C:13]2[C:9]([CH:10]=[N:11][N:12]2[C:15]2[CH:20]=[CH:19][C:18]([F:21])=[CH:17][CH:16]=2)=[C:8]([C:22](=[O:36])[NH:23][CH2:24][C:25]2[CH:30]=[CH:29][C:28]([S:31](=[O:35])(=[O:34])[NH:32][CH3:33])=[CH:27][CH:26]=2)[CH:7]=1)=[O:5])C.[OH-].[K+].Cl>O.CCO.C(OCC)(=O)C>[F:21][C:18]1[CH:19]=[CH:20][C:15]([N:12]2[C:13]3[C:9](=[C:8]([C:22](=[O:36])[NH:23][CH2:24][C:25]4[CH:30]=[CH:29][C:28]([S:31](=[O:34])(=[O:35])[NH:32][CH3:33])=[CH:27][CH:26]=4)[CH:7]=[C:6]([C:4]([OH:5])=[O:3])[CH:14]=3)[CH:10]=[N:11]2)=[CH:16][CH:17]=1 |f:1.2|. Procedure: To a stirred solution of 1-(4-fluoro-phenyl)-4-(4-methylsulfamoyl-benzylcarbamoyl)-1H-indazole-6-carboxylic acid ethyl ester (0.13 g, 0.26 mmol) in H2O (10 mL) and EtOH (20 mL) was added a 2 N solution of aqueous KOH (10 mL, 20 mmol). The mixture was warmed at reflux for 1 hour and cooled to room temperature. The mixture was acidified with 2 N aqueous HCl (pH=3-4) and diluted with ethyl acetate (30 mL). The organic layer was separated and washed with brine (20 mL), dried over sodium sulfate, fil... Reactants: CCCC[N+](CCCC)(CCCC)CCCC, CC(=O)O, ClCc1ccc(Cl)cc1Cl, [Na+], [OH-], O=S(=O)([O-])O. The product is OCc1ccc(Cl)cc1Cl. Reaction SMILES: [CH2:18]([N+:19]([CH2:20][CH2:21][CH2:22][CH3:23])([CH2:24][CH2:25][CH2:26][CH3:27])[CH2:28][CH2:29][CH2:30][CH3:31])[CH2:32][CH2:33][CH3:34].[CH3:35][C:36](=[O:37])[OH:38].[Cl:3][c:4]1[c:5]([CH2:6][Cl:7])[cH:8][cH:9][c:10]([Cl:12])[cH:11]1.[Na+:2].[OH-:1].[S:13]([O-:14])([OH:15])(=[O:16])=[O:17]>>[OH:1][CH2:6][c:5]1[c:4]([Cl:3])[cH:11][c:10]([Cl:12])[cH:9][cH:8]1. The reactants are ClC=1C=C2C=C(NC2=CC1)C(=O)O (5-chloro-1H-indole-2-carboxylic acid), NC(C(=O)N1CSCC1)CC1=CC(=CC=C1)C(F)(F)F ((±)-2-amino-3(3-trifluoromethyl-phenyl)-1-thiazolidin3yl-propan-1-one). Product: O=C(C(CC1=CC(=CC=C1)C(F)(F)F)NC(=O)C=1NC2=CC=C(C=C2C1)Cl)N1CSCC1 ((±)-5-Chloro-1H-indole-2-carboxylic acid [2-oxo-2-thiazolidin-3-yl-1-(3-trifluoromethyl-benzyl)-ethyl]-amide). RXN SMILES: [Cl:1][C:2]1[CH:3]=[C:4]2[C:8](=[CH:9][CH:10]=1)[NH:7][C:6]([C:11]([OH:13])=O)=[CH:5]2.[NH2:14][CH:15]([CH2:23][C:24]1[CH:29]=[CH:28][CH:27]=[C:26]([C:30]([F:33])([F:32])[F:31])[CH:25]=1)[C:16]([N:18]1[CH2:22][CH2:21][S:20][CH2:19]1)=[O:17]>>[O:17]=[C:16]([N:18]1[CH2:22][CH2:21][S:20][CH2:19]1)[CH:15]([NH:14][C:11]([C:6]1[NH:7][C:8]2[C:4]([CH:5]=1)=[CH:3][C:2]([Cl:1])=[CH:10][CH:9]=2)=[O:13])[CH2:23][C:24]1[CH:29]=[CH:28][CH:27]=[C:26]([C:30]([F:31])([F:32])[F:33])[CH:25]=1. Procedure details: From 5-chloro-1H-indole-2-carboxylic acid and (±)-2-amino-3(3-trifluoromethyl-phenyl)-1-thiazolidin3yl-propan-1-one. Starting materials: BrC1=CN=C(S1)C1=CC(=C(C=C1)OC(C)C)Cl (5-bromo-2-{3-chloro-4-[(1-methylethyl)oxy]phenyl}-1,3-thiazole), C(C)C1=C(C=O)C=CC=C1B1OC(C(O1)(C)C)(C)C (2-ethyl-3-(4,4,5,5-tetramethyl-1,3,2-dioxaborolan-2-yl)benzaldehyde), P(=O)([O-])([O-])[O-].[K+].[K+].[K+] (tripotassium phosphate). Reagents/catalysts: C=1C=CC(=CC1)[P](C=2C=CC=CC2)(C=3C=CC=CC3)[Pd]([P](C=4C=CC=CC4)(C=5C=CC=CC5)C=6C=CC=CC6)([P](C=7C=CC=CC7)(C=8C=CC=CC8)C=9C=CC=CC9)[P](C=1C=CC=CC1)(C=1C=CC=CC1)C=1C=CC=CC1 (Pd(Ph3P)4). Run in CN(C=O)C (N,N-dimethylformamide), O (water). Reaction conditions: temperature 120 celsius. The product is ClC=1C=C(C=CC1OC(C)C)C=1SC(=CN1)C=1C(=C(C=O)C=CC1)CC (3-(2-{3-chloro-4-[(1-methylethyl)oxy]phenyl}-1,3-thiazol-5-yl)-2-ethylbenzaldehyde). Isolated yield 86.2%. RXN SMILES: Br[C:2]1[S:6][C:5]([C:7]2[CH:12]=[CH:11][C:10]([O:13][CH:14]([CH3:16])[CH3:15])=[C:9]([Cl:17])[CH:8]=2)=[N:4][CH:3]=1.[CH2:18]([C:20]1[C:27](B2OC(C)(C)C(C)(C)O2)=[CH:26][CH:25]=[CH:24][C:21]=1[CH:22]=[O:23])[CH3:19].P([O-])([O-])([O-])=O.[K+].[K+].[K+]>CN(C)C=O.O.C1C=CC([P]([Pd]([P](C2C=CC=CC=2)(C2C=CC=CC=2)C2C=CC=CC=2)([P](C2C=CC=CC=2)(C2C=CC=CC=2)C2C=CC=CC=2)[P](C2C=CC=CC=2)(C2C=CC=CC=2)C2C=CC=CC=2)(C2C=CC=CC=2)C2C=CC=CC=2)=CC=1>[Cl:17][C:9]1[CH:8]=[C:7]([C:5]2[S:6][C:2]([C:27]3[C:20]([CH2:18][CH3:19])=[C:21]([CH:24]=[CH:25][CH:26]=3)[CH:22]=[O:23])=[CH:3][N:4]=2)[CH:12]=[CH:11][C:10]=1[O:13][CH:14]([CH3:16])[CH3:15] |f:2.3.4.5,^1:54,56,75,94|. Procedure: To a solution of 5-bromo-2-{3-chloro-4-[(1-methylethyl)oxy]phenyl}-1,3-thiazole (D71) (500 mg), 2-ethyl-3-(4,4,5,5-tetramethyl-1,3,2-dioxaborolan-2-yl)benzaldehyde (430 mg) and tripotassium phosphate (638 mg) in N,N-dimethylformamide (DMF) (12 mL) and water (2 mL) stirred under nitrogen at room temperature was added Pd(Ph3P)4 (174 mg) in one charge. The reaction vessel was sealed and heated under microwave at 120° C. for 15 min. After cooling the reaction, the reaction mixture was filtered and t...